Dataset: the Open Reaction Database (ORD), a public repository of structured organic reaction records. Task: describe an organic reaction: reactants, conditions, products, and yield Reactants: ClC=1NC2=C(N1)C=C(C(=C2)OC)OC (2-chloro-5,6-dimethoxy benzimidazole), CC(CCC(=O)N1CCNCC1)C (N-(4-methyl valeroyl) piperazine). Run in COCCO (2-methoxy ethanol). The product is Cl.COC1=CC2=C(N=C(N2)N2CCN(CC2)C(CCC(C)C)=O)C=C1OC (1-(5,6-Dimethoxy-2-benzimidazolyl)-4(4-methylvaleroyl) piperazine hydrochloride). Reaction SMILES: [Cl:1][C:2]1[NH:3][C:4]2[CH:10]=[C:9]([O:11][CH3:12])[C:8]([O:13][CH3:14])=[CH:7][C:5]=2[N:6]=1.[CH3:15][CH:16]([CH3:27])[CH2:17][CH2:18][C:19]([N:21]1[CH2:26][CH2:25][NH:24][CH2:23][CH2:22]1)=[O:20]>COCCO>[ClH:1].[CH3:12][O:11][C:9]1[C:8]([O:13][CH3:14])=[CH:7][C:5]2[N:6]=[C:2]([N:24]3[CH2:25][CH2:26][N:21]([C:19](=[O:20])[CH2:18][CH2:17][CH:16]([CH3:15])[CH3:27])[CH2:22][CH2:23]3)[NH:3][C:4]=2[CH:10]=1 |f:3.4|. Reported procedure: By the method of Example I, 2.00 g 2-chloro-5,6-dimethoxy benzimidazole and 4.00 g N-(4-methyl valeroyl) piperazine were reacted in 15 ml. 2-methoxy ethanol to give the desired product as a base; which was converted to the hydrochloride with HCl in isopropyl alcohol. Yield: 3.31 g (89%) mp 255°-257° C. As a reaction SMILES: [C:1]([S:8]([O:11][K])(=[O:10])=[O:9])([C:4]([F:7])([F:6])[F:5])([F:3])[F:2].[OH-].[K+].[F-].[K+]>>[C:1]([S:8]([OH:11])(=[O:9])=[O:10])([C:4]([F:5])([F:7])[F:6])([F:3])[F:2] |f:1.2,3.4|. Starting materials: C(F)(F)(C(F)(F)F)S(=O)(=O)O[K] (C2F5SO3K), [OH-].[K+] (KOH), [F-].[K+] (KF). Reported procedure: The obtained solution was heated to its boiling point until evaporation of 402 g of water, and the remaining liquid was cooled to 30° C. to cause precipitation of crystals 0.5 to 1 mm in size. The precipitate was separated by suction filtration and was dried to obtain 230 g of a crystalline powder, which consisted of 223.1 g (97.0 wt%) of C2F5SO3K, 5.5 g (2.4 wt%) of KOH and 1.4 g (0.6 wt%) of KF. Acid decomposition of this sulfonate powder and distillation of the reaction product were performed... Product: C(F)(F)(C(F)(F)F)S(=O)(=O)O (C2F5SO3H). Starting materials: N[C@@H](CC1=CC=CC=C1)[C@H](C[C@H](CC1=CC=CC=C1)NC(=O)OCC1=COC=C1)O ((2S,3S,5S)-2-amino-5-(N-((3-furyl)methoxycarbonyl)amino)-1,6-diphenyl-3-hydroxyhexane), N1=C(C=CC=C1)/C=C/C(=O)O (trans-3-(pyridinyl)acrylic acid), CC1=CC=CC(=N1)COC(=O)N[C@@H](C(C)C)C(=O)O ((6-Methylpyridin-2-yl)methoxycarbonyl-Valine). Product: CC1=NC(=CC=C1)COC(=O)N[C@@H](C(C)C)C(=O)N[C@@H](CC2=CC=CC=C2)[C@H](C[C@@H](CC3=CC=CC=C3)NC(=O)OCC4=CC=CO4)O ((2S,3S,5S)-2-(N-(N-(2-(6-Methylpyridinyl)methoxycarbonyl)valinyl)amino)-5-(N-((3-furyl)methoxycarbonyl)amino)-1,6-diphenyl-3-hydroxyhexane). The yield is 96.0%. As a reaction SMILES: [NH2:1][C@H:2]([C@@H:10]([OH:30])[CH2:11][C@@H:12]([NH:20][C:21]([O:23][CH2:24]C1C=COC=1)=[O:22])[CH2:13][C:14]1[CH:19]=[CH:18][CH:17]=[CH:16][CH:15]=1)[CH2:3][C:4]1[CH:9]=[CH:8][CH:7]=[CH:6][CH:5]=1.N1C=CC=C[C:32]=1/[CH:37]=[CH:38]/[C:39]([OH:41])=O.[CH3:42][C:43]1[N:48]=[C:47]([CH2:49][O:50][C:51]([NH:53][C@H:54]([C:58]([OH:60])=O)[CH:55]([CH3:57])[CH3:56])=[O:52])[CH:46]=[CH:45][CH:44]=1>>[CH3:42][C:43]1[CH:44]=[CH:45][CH:46]=[C:47]([CH2:49][O:50][C:51]([NH:53][C@H:54]([C:58]([NH:1][C@H:2]([C@@H:10]([OH:30])[CH2:11][C@H:12]([NH:20][C:21]([O:23][CH2:24][C:39]2[O:41][CH:32]=[CH:37][CH:38]=2)=[O:22])[CH2:13][C:14]2[CH:15]=[CH:16][CH:17]=[CH:18][CH:19]=2)[CH2:3][C:4]2[CH:5]=[CH:6][CH:7]=[CH:8][CH:9]=2)=[O:60])[CH:55]([CH3:56])[CH3:57])=[O:52])[N:48]=1. Procedure details: Using the procedure of Example 6I but replacing the resultant compound of Example 6H with (2S,3S,5S)-2-amino-5-(N-((3-furyl)methoxycarbonyl)amino)-1,6-diphenyl-3-hydroxyhexane and replacing trans-3-(pyridinyl)acrylic acid with the resultant compound of Example 288 provided 92.9 mg (96%) of the desired compound as a white solid. 1H NMR (CDCl3) δ 0.73 (d, 3H), 0.87 (d, 3H), 1.64 (m, 2H), 2.13 (m, 1H), 2.50 (s, 3H), 2.76 (dd, 2H), 2.84 (d, 2H), 3.67 (m, 1H), 3.75 (m, 1H), 3.88 (m, 1H), 4.17 (m, 1H)... The reactants are N(=O)[O-].[Na+] (NaNO2), COC1=CC=C(C=C1)N (p-anisidine), C(C)OC(C(C(=O)C)Cl)=O (ethyl-2-chloroacetoacetate), C(=O)(C)O[Na] (AcONa), Cl (HCl). Solvent: O (H2O), O (H2O), O (H2O), CCOC(=O)C (AcOEt). Conditions: temperature 0 celsius, time 1 hour. The product is C(C)OC(C(=NNC1=CC=C(C=C1)OC)Cl)=O (Chloro[(4-methoxyphenyl)hydrazono]acetic acid ethyl ester), solid. Reaction SMILES: [CH3:1][O:2][C:3]1[CH:8]=[CH:7][C:6]([NH2:9])=[CH:5][CH:4]=1.Cl.[N:11]([O-])=O.[Na+].[CH2:15]([O:17][C:18](=[O:24])[CH:19]([Cl:23])C(C)=O)[CH3:16].C(O[Na])(C)=O>O.CCOC(C)=O>[CH2:15]([O:17][C:18](=[O:24])[C:19]([Cl:23])=[N:11][NH:9][C:6]1[CH:7]=[CH:8][C:3]([O:2][CH3:1])=[CH:4][CH:5]=1)[CH3:16] |f:2.3|. Procedure details: p-anisidine (31.02 g, 0.252 mol) in 100 ml of H2O is suspended in a 250 ml 4-necked flask equipped with coolant, thermometer, dropping funnel and magnetic stirrer, and cooled to 0° C. in an ice bath. 60 ml of 37% HCl is added, followed by a solution of NaNO2 (20.95 g, 0.307 mol) in 50 ml of H2O, through a dropping funnel, maintaining the temperature below 5° C. After the addition the mixture is left under stirring at between 0 and 5° C. for 1 h, and the solution obtained is added at 0° C. to a s... Reactants: FC(C(=O)O)(F)F.NC1=NC(=NS1)C(C(=O)N[C@H]1[C@@H]2N(C(=C(CS2)CCl)C(=O)O)C1=O)=NOC(C)(C)C(=O)O (7β-[2-(5-amino-1,2,4-thiadiazol-3yl)-2-(1-carboxy-1-methylethoxyimino) acetamido]-3-chloromethyl-3-cephem-4-carboxylic acid trifluoroacetate), CN(C=O)C (N,N-dimethylformamide), CN(C)CC1=NC=C(C(C1)=O)O (2-(N,N-dimethylamino)methyl-5-hydroxy-4-pyridone). Solvent: C(C)(=O)OCC (ethyl acetate). Conditions: time 5 hour. The product is NC1=NC(=NS1)C(C(=O)N[C@H]1[C@@H]2N(C(=C(CS2)C[N+](CC=2NC=C(C(C2)=O)O)(C)C)C(=O)[O-])C1=O)=NOC(C)(C)C(=O)O (7β-[2-(5-amino-1,2,4-thiadiazol-3-yl)-2-(1-carboxy-1-methylethoxyimino)acetamido]-3-[N,N-dimethyl-N-{(5-hydroxy-4-oxo-1,4-dihydropyridin-2-yl) methyl}ammonio]methyl-3-cephem-4-carboxylate). Yield: 29.2%. Reaction SMILES: FC(F)(F)C(O)=O.[NH2:8][C:9]1[S:13][N:12]=[C:11]([C:14](=[N:32][O:33][C:34]([C:37]([OH:39])=[O:38])([CH3:36])[CH3:35])[C:15]([NH:17][C@@H:18]2[C:30](=[O:31])[N:20]3[C:21]([C:27]([OH:29])=[O:28])=[C:22]([CH2:25]Cl)[CH2:23][S:24][C@H:19]23)=[O:16])[N:10]=1.CN(C)C=O.[CH3:45][N:46]([CH2:48][C:49]1[CH2:54][C:53](=[O:55])[C:52]([OH:56])=[CH:51][N:50]=1)[CH3:47]>C(OCC)(=O)C>[NH2:8][C:9]1[S:13][N:12]=[C:11]([C:14](=[N:32][O:33][C:34]([C:37]([OH:39])=[O:38])([CH3:36])[CH3:35])[C:15]([NH:17][C@@H:18]2[C:30](=[O:31])[N:20]3[C:21]([C:27]([O-:29])=[O:28])=[C:22]([CH2:25][N+:46]([CH3:47])([CH3:45])[CH2:48][C:49]4[NH:50][CH:51]=[C:52]([OH:56])[C:53](=[O:55])[CH:54]=4)[CH2:23][S:24][C@H:19]23)=[O:16])[N:10]=1 |f:0.1|. Reported procedure: To a solution of 7β-[2-(5-amino-1,2,4-thiadiazol-3yl)-2-(1-carboxy-1-methylethoxyimino) acetamido]-3-chloromethyl-3-cephem-4-carboxylic acid trifluoroacetate (syn isomer) (1.0 g) in-N,N-dimethylformamide (10 ml) was added 2-(N,N-dimethylamino)methyl-5-hydroxy-4-pyridone (1.09 g). After being stirred for 5 hours at ambient temperature, the mixture was poured into ethyl acetate (150 ml). The resulting precipitate was collected by filtration, washed with ethyl acetate and dried under reduced pressu...